Dataset: the Open Reaction Database (ORD), a public repository of structured organic reaction records. Task: describe an organic reaction: reactants, conditions, products, and yield Reactants: CN(C)C=O, ClC(Cl)Cl, COc1ccc(-c2nnc3c4ccccc4c(N(C)CCCO)nn23)cc1, O=S(Cl)Cl. Yields the product COc1ccc(-c2nnc3c4ccccc4c(N(C)CCCCl)nn23)cc1. As a reaction SMILES: [CH3:28][N:29]([CH3:30])[CH:31]=[O:32].[CH:37]([Cl:38])([Cl:39])[Cl:40].[OH:1][CH2:2][CH2:3][CH2:4][N:5]([c:6]1[n:7][n:8]2[c:9]([c:10]3[cH:11][cH:12][cH:13][cH:14][c:15]13)[n:16][n:17][c:18]2-[c:19]1[cH:20][cH:21][c:22]([O:25][CH3:26])[cH:23][cH:24]1)[CH3:27].[S:33]([Cl:34])([Cl:35])=[O:36]>>[CH2:2]([CH2:3][CH2:4][N:5]([c:6]1[n:7][n:8]2[c:9]([c:10]3[cH:11][cH:12][cH:13][cH:14][c:15]13)[n:16][n:17][c:18]2-[c:19]1[cH:20][cH:21][c:22]([O:25][CH3:26])[cH:23][cH:24]1)[CH3:27])[Cl:35]. Starting materials: N#CN (cyanamide), base, C(C=C)OC1=C(C=CC(=C1)C#N)N=C=NC1=C(C=CC=C1)Br (N-(2-Allyloxy-4-cyanophenyl)-N′-(2-bromophenyl)-carbodiimide). Solvent: C(C)#N (acetonitrile), C(C)#N (acetonitrile). Run at time 15 minute. Product: OC1=C(C=CC(=C1)C#N)NC(=NC#N)NC1=C(C=CC=C1)Br (N-(2-Hydroxy-4-cyanophenyl)-N′-(2-bromophenyl)-N″-cyanoguanidine). The yield is 75.6%. RXN SMILES: [N:1]#[C:2][NH2:3].C([O:7][C:8]1[CH:13]=[C:12]([C:14]#[N:15])[CH:11]=[CH:10][C:9]=1[N:16]=[C:17]=[N:18][C:19]1[CH:24]=[CH:23][CH:22]=[CH:21][C:20]=1[Br:25])C=C>C(#N)C>[OH:7][C:8]1[CH:13]=[C:12]([C:14]#[N:15])[CH:11]=[CH:10][C:9]=1[NH:16][C:17]([NH:18][C:19]1[CH:24]=[CH:23][CH:22]=[CH:21][C:20]=1[Br:25])=[N:3][C:2]#[N:1]. Procedure details: To a stirred mixture of cyanamide (560 mg, 13.33 mmol) and Huinig's base (2.6 ml) in acetonitrile was added a solution of N-(2-Allyloxy-4-cyanophenyl)-N′-(2-bromophenyl)-carbodiimide (600 mg, 1.69 mmol) in acetonitrile (30 ml) dropwise. The reaction was stirred at rt for 15 min, then the solvent was removed under reduced pressure and the residue hydrolyzed with 0.5 M sodium dihydrogen phosphate. Ethyl acetate extractions of the aqueous mixture were washed with 0.5 M sodium dihydrogen phosphate a... Reactants: OCC=C(C)CCC=C(C)CCC=C(C)C (farnesol), C1(=CC=CC=C1)CC(=O)Cl (phenylacetyl chloride). Yields the product C1(=CC=CC=C1)CC(=O)OCC=C(C)CCC=C(C)CCC=C(C)C (FARNESYL PHENYLACETATE). Yield: 54.0%. As a reaction SMILES: [OH:1][CH2:2][CH:3]=[C:4]([CH2:6][CH2:7][CH:8]=[C:9]([CH2:11][CH2:12][CH:13]=[C:14]([CH3:16])[CH3:15])[CH3:10])[CH3:5].[C:17]1([CH2:23][C:24](Cl)=[O:25])[CH:22]=[CH:21][CH:20]=[CH:19][CH:18]=1>>[C:17]1([CH2:23][C:24]([O:1][CH2:2][CH:3]=[C:4]([CH2:6][CH2:7][CH:8]=[C:9]([CH2:11][CH2:12][CH:13]=[C:14]([CH3:16])[CH3:15])[CH3:10])[CH3:5])=[O:25])[CH:22]=[CH:21][CH:20]=[CH:19][CH:18]=1. Reported procedure: A mixture of farnesol (440 mg, 2 mmol) and phenylacetyl chloride (584 mg, 7.8 mmol) was refluxed for 2.5 hours. Extraction with hexane, and purification yielded 368 mg (yield: 54%) of oil having the following physical properties. Starting materials: CC(C)(C)N(O[Si](C)(C)C(C)(C)C)c1ccc(C(=O)Nc2ccc(O)c3ncccc23)cc1, C1CCOC1, CCCC[N+](CCCC)(CCCC)CCCC, CCOC(C)=O, [Cl-], [F-], [NH4+], O. The product is CC(C)(C)N(O)c1ccc(C(=O)Nc2ccc(O)c3ncccc23)cc1. RXN SMILES: [C:1]([CH3:2])([CH3:3])([CH3:4])[N:5]([O:6][Si:7]([C:8]([CH3:9])([CH3:10])[CH3:11])([CH3:12])[CH3:13])[c:14]1[cH:15][cH:16][c:17]([C:18](=[O:19])[NH:20][c:21]2[c:22]3[cH:23][cH:24][cH:25][n:26][c:27]3[c:28]([OH:31])[cH:29][cH:30]2)[cH:32][cH:33]1.[CH2:55]1[O:56][CH2:57][CH2:58][CH2:59]1.[CH3:35][CH2:36][CH2:37][CH2:38][N+:39]([CH2:40][CH2:41][CH2:42][CH3:43])([CH2:44][CH2:45][CH2:46][CH3:47])[CH2:48][CH2:49][CH2:50][CH3:51].[CH3:60][CH2:61][O:62][C:63](=[O:64])[CH3:65].[Cl-:53].[F-:34].[NH4+:54].[OH2:52]>>[C:1]([CH3:2])([CH3:3])([CH3:4])[N:5]([OH:6])[c:14]1[cH:15][cH:16][c:17]([C:18](=[O:19])[NH:20][c:21]2[c:22]3[cH:23][cH:24][cH:25][n:26][c:27]3[c:28]([OH:31])[cH:29][cH:30]2)[cH:32][cH:33]1. Starting materials: COC(=O)c1ccccc1O, O=C([O-])[O-], CN(C)C=O, [Cl-], Cc1cc(F)ccc1[N+](=O)[O-], [K+], [K+], [Na+]. The product is COC(=O)c1ccccc1Oc1ccc([N+](=O)[O-])c(C)c1. Reaction SMILES: [C:18]([c:19]1[c:20]([OH:21])[cH:22][cH:23][cH:24][cH:25]1)(=[O:26])[O:27][CH3:28].[C:1](=[O:2])([O-:3])[O-:4].[CH3:31][N:32]([CH3:33])[CH:34]=[O:35].[Cl-:30].[F:7][c:8]1[cH:9][cH:10][c:11]([N+:15](=[O:16])[O-:17])[c:12]([CH3:14])[cH:13]1.[K+:5].[K+:6].[Na+:29]>>[c:8]1([O:21][c:20]2[c:19]([C:18](=[O:26])[O:27][CH3:28])[cH:25][cH:24][cH:23][cH:22]2)[cH:9][cH:10][c:11]([N+:15](=[O:16])[O-:17])[c:12]([CH3:14])[cH:13]1. The reactants are CC(C)C(Br)C(=O)O, Nc1ccc(Cl)cc1F. The product is CC(C)C(Nc1ccc(Cl)cc1F)C(=O)O. RXN SMILES: [Br:10][CH:11]([C:12](=[O:13])[OH:14])[CH:15]([CH3:16])[CH3:17].[F:1][c:2]1[c:3]([NH2:4])[cH:5][cH:6][c:7]([Cl:9])[cH:8]1>>[F:1][c:2]1[c:3]([NH:4][CH:11]([C:12](=[O:13])[OH:14])[CH:15]([CH3:16])[CH3:17])[cH:5][cH:6][c:7]([Cl:9])[cH:8]1. Starting materials: solution, [OH-].[Li+] (lithium hydroxide), BrC1=CC=C2OC=3C(=CC(=CC3C3(C2=C1)N=C(SCC3)NC(C3=CC=CC=C3)=O)OC)F (N-(7′-bromo-4′-fluoro-2′-methoxy-5,6-dihydrospiro[[1,3]thiazine-4,9′-xanthen]-2-yl)benzamide). Solvent: CO (MeOH), O (water). Reaction conditions: temperature 65 celsius. Product: BrC1=CC=C2OC=3C(=CC(=CC3C3(C2=C1)N=C(SCC3)N)OC)F (7′-bromo-4′-fluoro-2′-methoxy-5,6-dihydrospiro[[1,3]thiazine-4,9′-xanthen]-2-amine), mixture. Yield: 16.3%. As a reaction SMILES: [OH-].[Li+].[Br:3][C:4]1[CH:17]=[C:16]2[C:7]([O:8][C:9]3[C:10]([F:34])=[CH:11][C:12]([O:32][CH3:33])=[CH:13][C:14]=3[C:15]32[CH2:22][CH2:21][S:20][C:19]([NH:23]C(=O)C2C=CC=CC=2)=[N:18]3)=[CH:6][CH:5]=1>CO.O>[Br:3][C:4]1[CH:17]=[C:16]2[C:7]([O:8][C:9]3[C:10]([F:34])=[CH:11][C:12]([O:32][CH3:33])=[CH:13][C:14]=3[C:15]32[CH2:22][CH2:21][S:20][C:19]([NH2:23])=[N:18]3)=[CH:6][CH:5]=1 |f:0.1|. Procedure: A 2 N solution of lithium hydroxide (22.50 ml, 45.0 mmol) was added to a solution of N-(7′-bromo-4′-fluoro-2′-methoxy-5,6-dihydrospiro[[1,3]thiazine-4,9′-xanthen]-2-yl)benzamide (7.7 g, 15.00 mmol) in MeOH (250 ml). The reaction mixture was heated to 65° C. for 3 hours. The reaction mixture was diluted with water and extracted with EtOAc. The combined organic extracts were concentrated under reduced pressure. The residue was purified via column chromatography [0-70% 90/10/1 (DCM/MeOH/ammonia) in...